Dataset: the Open Reaction Database (ORD), a public repository of structured organic reaction records. Task: describe an organic reaction: reactants, conditions, products, and yield Starting materials: CN(C)C=O, ClCOCc1ccccc1, [Na], O, O=C1NC(=O)C(c2ccccc2)(c2ccccc2)N1. The product is O=C1NC(c2ccccc2)(c2ccccc2)C(=O)N1COCc1ccccc1. Reaction SMILES: [CH3:32][N:33]([CH3:34])[CH:35]=[O:36].[Cl:21][CH2:22][O:23][CH2:24][c:25]1[cH:26][cH:27][cH:28][cH:29][cH:30]1.[Na:1].[OH2:31].[c:2]1([C:8]2([c:15]3[cH:16][cH:17][cH:18][cH:19][cH:20]3)[C:9](=[O:14])[NH:10][C:11](=[O:13])[NH:12]2)[cH:3][cH:4][cH:5][cH:6][cH:7]1>>[c:2]1([C:8]2([c:15]3[cH:16][cH:17][cH:18][cH:19][cH:20]3)[C:9](=[O:14])[N:10]([CH2:22][O:23][CH2:24][c:25]3[cH:26][cH:27][cH:28][cH:29][cH:30]3)[C:11](=[O:13])[NH:12]2)[cH:3][cH:4][cH:5][cH:6][cH:7]1. Starting materials: C1(=CC=CC=C1)P(C1=CC=CC=C1)C1=CC=CC=C1 (triphenylphosphine), CCOC(=O)/N=N/C(=O)OCC (diethylazodicarboxylate), C(C)OC([C@H](CC1=CC=C(C=C1)C#CCCCO)OC)=O ((2S)-3-[4-(5-hydroxy-pent-1-ynyl)-phenyl]-2-methoxy-propionic acid ethyl ester), C(C1=CC=CC=C1)(=O)C1=CC=C(C=C1)O (4-benzoylphenol). Run in C1CCOC1 (THF), C1CCOC1 (THF). Conditions: time 20 minute. Product: C(C1=CC=CC=C1)(=O)C1=CC=C(OCCCCC(=O)C2=CC=C(C=C2)C[C@@H](C(=O)O)OC)C=C1 ((2S)-3-{4-[5-(4-Benzoyl-phenoxy)-pentanoyl]-phenyl}-2-methoxy-propionic acid). Reaction SMILES: C1(P(C2C=CC=CC=2)C2C=CC=CC=2)C=CC=CC=1.CC[O:22]C(/N=N/C(OCC)=O)=O.C([O:34][C:35](=[O:52])[C@@H:36]([O:50][CH3:51])[CH2:37][C:38]1[CH:43]=[CH:42][C:41]([C:44]#[C:45][CH2:46][CH2:47][CH2:48][OH:49])=[CH:40][CH:39]=1)C.[C:53]([C:61]1[CH:66]=[CH:65][C:64](O)=[CH:63][CH:62]=1)(=[O:60])[C:54]1[CH:59]=[CH:58][CH:57]=[CH:56][CH:55]=1>C1COCC1>[C:53]([C:54]1[CH:55]=[CH:56][C:57]([O:49][CH2:48][CH2:47][CH2:46][CH2:45][C:44]([C:41]2[CH:40]=[CH:39][C:38]([CH2:37][C@H:36]([O:50][CH3:51])[C:35]([OH:34])=[O:52])=[CH:43][CH:42]=2)=[O:22])=[CH:58][CH:59]=1)(=[O:60])[C:61]1[CH:62]=[CH:63][CH:64]=[CH:65][CH:66]=1. Reported procedure: A solution of triphenylphosphine (0.915 mmol) in 5 mL of dry THF was treated at 0° C. with diethylazodicarboxylate (0.915 mmol) and stirred for 20 min. A solution of (2S)-3-[4-(5-hydroxy-pent-1-ynyl)-phenyl]-2-methoxy-propionic acid ethyl ester (Example 21, Step A) (0.61 mmol) and 4-benzoylphenol (0.915 mmol) in 2 mL of dry THF was added, and the mixture was stirred at room temperature overnight. The mixture was concentrated under vacuum and purified by silica gel chromatography (silica gel, hex... The reactants are Brc1ccc(Br)nc1, CCO, OB(O)Oc1ccc(F)c(F)c1, [Na+], [Na+], O=C([O-])[O-], c1ccccc1. Product: Fc1ccc(-c2ccc(Br)cn2)cc1F. As a reaction SMILES: [Br:13][c:14]1[n:15][cH:16][c:17]([Br:20])[cH:18][cH:19]1.[CH3:21][CH2:22][OH:23].[F:1][c:2]1[cH:3][c:4]([O:9][B:10]([OH:11])[OH:12])[cH:5][cH:6][c:7]1[F:8].[Na+:24].[Na+:25].[O-:26][C:27](=[O:28])[O-:29].[cH:30]1[cH:31][cH:32][cH:33][cH:34][cH:35]1>>[F:1][c:2]1[cH:3][c:4](-[c:14]2[n:15][cH:16][c:17]([Br:20])[cH:18][cH:19]2)[cH:5][cH:6][c:7]1[F:8]. The reactants are Cl (hydrogenchloride), COC=1C=C(C=CC(=O)N2CCN(CC2)C(C)C(=O)NC(C)C)C=C(C1OC)OC (1-(3,4,5-trimethoxycinnamoyl)-4-[1-(isopropylaminocarbonyl)ethyl]piperazine). Solvent: C(C)O (ethanol). Product: Cl.COC=1C=C(C=CC(=O)N2CCN(CC2)C(C)C(=O)NC(C)C)C=C(C1OC)OC (1-(3,4,5-Trimethoxycinnamoyl)-4-[1-(isopropylaminocarbonyl)ethyl]piperazine Hydrochloride). As a reaction SMILES: [ClH:1].[CH3:2][O:3][C:4]1[CH:5]=[C:6]([CH:25]=[C:26]([O:30][CH3:31])[C:27]=1[O:28][CH3:29])[CH:7]=[CH:8][C:9]([N:11]1[CH2:16][CH2:15][N:14]([CH:17]([C:19]([NH:21][CH:22]([CH3:24])[CH3:23])=[O:20])[CH3:18])[CH2:13][CH2:12]1)=[O:10]>C(O)C>[ClH:1].[CH3:31][O:30][C:26]1[CH:25]=[C:6]([CH:5]=[C:4]([O:3][CH3:2])[C:27]=1[O:28][CH3:29])[CH:7]=[CH:8][C:9]([N:11]1[CH2:16][CH2:15][N:14]([CH:17]([C:19]([NH:21][CH:22]([CH3:24])[CH3:23])=[O:20])[CH3:18])[CH2:13][CH2:12]1)=[O:10] |f:3.4|. Procedure: 3 ml of 15% ethanolic hydrogenchloride is added to a solution of 3.00 g of 1-(3,4,5-trimethoxycinnamoyl)-4-[1-(isopropylaminocarbonyl)ethyl]piperazine prepared as in Example 3 in 5 ml of ethanol, and the solvent is distilled off. Isopropanol is added to the abtained residue and the precipitates are collected by filtration. Starting materials: CCOC(=O)N=NC(=O)OCC, COC(=O)c1ccc(S(=O)(=O)Cc2c(O)ccc3c2CCCC3=O)cc1, c1ccc(P(c2ccccc2)c2ccccc2)cc1, OC(Cn1ccnc1)c1ccccc1. Product: COC(=O)c1ccc(S(=O)(=O)Cc2c(OC(Cn3ccnc3)c3ccccc3)ccc3c2CCCC3=O)cc1. As a reaction SMILES: [O:60]=[C:61]([O:62][CH2:63][CH3:64])[N:65]=[N:66][C:67]([O:68][CH2:69][CH3:70])=[O:71].[OH:1][c:2]1[c:3]([CH2:13][S:14](=[O:15])(=[O:16])[c:17]2[cH:18][cH:19][c:20]([C:21](=[O:22])[O:23][CH3:24])[cH:25][cH:26]2)[c:4]2[c:9]([cH:10][cH:11]1)[C:8](=[O:12])[CH2:7][CH2:6][CH2:5]2.[c:41]1([P:42]([c:43]2[cH:44][cH:45][cH:46][cH:47][cH:48]2)[c:49]2[cH:50][cH:51][cH:52][cH:53][cH:54]2)[cH:55][cH:56][cH:57][cH:58][cH:59]1.[n:27]1([CH2:32][CH:33]([OH:34])[c:35]2[cH:36][cH:37][cH:38][cH:39][cH:40]2)[cH:28][n:29][cH:30][cH:31]1>>[O:1]([c:2]1[c:3]([CH2:13][S:14](=[O:15])(=[O:16])[c:17]2[cH:18][cH:19][c:20]([C:21](=[O:22])[O:23][CH3:24])[cH:25][cH:26]2)[c:4]2[c:9]([cH:10][cH:11]1)[C:8](=[O:12])[CH2:7][CH2:6][CH2:5]2)[CH:33]([CH2:32][n:27]1[cH:28][n:29][cH:30][cH:31]1)[c:35]1[cH:36][cH:37][cH:38][cH:39][cH:40]1.